Dataset: the Open Reaction Database (ORD), a public repository of structured organic reaction records. Task: describe an organic reaction: reactants, conditions, products, and yield The reactants are BrC=1C=C(C=C(C1O)Br)C(/C=C/C(=O)O)=O ((E)-4-(3,5-Dibromo-4-hydroxyphenyl)-4-oxobut-2-enoic acid). Reagents/catalysts: [Zn] (zinc). The solvent is C(C)(=O)OCC (ethyl acetate), O (water), C(C)OCC (diethyl ether), Cl (HCl). Product: BrC=1C=C(C=C(C1O)Br)C(CCC(=O)O)=O (4-(3,5-Dibromo-4-hydroxyphenyl)-4-oxobutanoic acid). Isolated yield 35.7%. RXN SMILES: [Br:1][C:2]1[CH:3]=[C:4]([C:10](=[O:16])/[CH:11]=[CH:12]/[C:13]([OH:15])=[O:14])[CH:5]=[C:6]([Br:9])[C:7]=1[OH:8]>C(OCC)(=O)C.O.C(OCC)C.Cl.[Zn]>[Br:1][C:2]1[CH:3]=[C:4]([C:10](=[O:16])[CH2:11][CH2:12][C:13]([OH:15])=[O:14])[CH:5]=[C:6]([Br:9])[C:7]=1[OH:8]. Reported procedure: To a stirred solution of (E)-4-(3,5-dibromo-4-hydroxyphenyl)-4-oxobut-2-enoic acid (G) (2.852 g, 8.149 mmol) in ethyl acetate (27 mL) and water (3 mL) was added zinc power (5.7 g) portion wise until no further gas evolution was observed. At this point, the reaction mixture was diluted with diethyl ether (50 mL) and HCl (2 M solution, 8 mL) and the resulting mixture was filtered through a pad of Celite. After filtration, the organic solution was washed with HCl (2 M solution, 10 mL), followed by ...